This data is from the Open Reaction Database (ORD), a public repository of structured organic reaction records. The task is: describe an organic reaction: reactants, conditions, products, and yield The reactants are O=C([O-])[O-], ClCCN1CCCC1, Cl, [Cs+], [Cs+], COc1cc(C=O)ccc1O, CN(C)C=O. The product is COc1cc(C=O)ccc1OCCN1CCCC1. As a reaction SMILES: [C:12](=[O:13])([O-:14])[O-:15].[Cl:19][CH2:20][CH2:21][N:22]1[CH2:23][CH2:24][CH2:25][CH2:26]1.[ClH:18].[Cs+:16].[Cs+:17].[O:1]=[CH:2][c:3]1[cH:4][c:5]([O:6][CH3:7])[c:8]([OH:9])[cH:10][cH:11]1.[O:27]=[CH:28][N:29]([CH3:30])[CH3:31]>>[O:1]=[CH:2][c:3]1[cH:4][c:5]([O:6][CH3:7])[c:8]([O:9][CH2:20][CH2:21][N:22]2[CH2:23][CH2:24][CH2:25][CH2:26]2)[cH:10][cH:11]1. Procedure: A heterogeneous mixture containing 3-(4-(1H-imidazol-1-yl)benzyl)-2,4-dichloro-6-iodoquinoline (1.2 g, 2.5 mmol, Intermediate 17: step b) and sodium methoxide (1.6 g, 30 mmol) in toluene (25 mL) was heated to 110° C. After 2 hours, the flask was allowed to cool to 23° C. Dichloromethane (100 mL) was added and the mixture was filtered through Celite®, rinsing the filter cake with dichloromethane. The filtrate was concentrated to provide the title compound as an off-white solid. This material was ... Run at temperature 110 celsius, time 2 hour. As a reaction SMILES: [N:1]1([C:6]2[CH:25]=[CH:24][C:9]([CH2:10][C:11]3[C:12](Cl)=[N:13][C:14]4[C:19]([C:20]=3[Cl:21])=[CH:18][C:17]([I:22])=[CH:16][CH:15]=4)=[CH:8][CH:7]=2)[CH:5]=[CH:4][N:3]=[CH:2]1.[CH3:26][O-:27].[Na+].ClCCl>C1(C)C=CC=CC=1>[N:1]1([C:6]2[CH:25]=[CH:24][C:9]([CH2:10][C:11]3[C:12]([O:27][CH3:26])=[N:13][C:14]4[C:19]([C:20]=3[Cl:21])=[CH:18][C:17]([I:22])=[CH:16][CH:15]=4)=[CH:8][CH:7]=2)[CH:5]=[CH:4][N:3]=[CH:2]1 |f:1.2|. Run in C1(=CC=CC=C1)C (toluene). Yields the product N1(C=NC=C1)C1=CC=C(CC=2C(=NC3=CC=C(C=C3C2Cl)I)OC)C=C1 (3-(4-(1H-Imidazol-1-yl)benzyl)-4-chloro-6-iodo-2-methoxyquinoline). Starting materials: ClCCl (Dichloromethane), N1(C=NC=C1)C1=CC=C(CC=2C(=NC3=CC=C(C=C3C2Cl)I)Cl)C=C1 (3-(4-(1H-imidazol-1-yl)benzyl)-2,4-dichloro-6-iodoquinoline), N1(C=NC=C1)C1=CC=C(CC=2C(=NC3=CC=C(C=C3C2Cl)I)Cl)C=C1 (3-(4-(1H-imidazol-1-yl)benzyl)-2,4-dichloro-6-iodoquinoline), C[O-].[Na+] (sodium methoxide). Reactants: COC(=O)C1N=COC1C(=C)CCCCNC(=O)OCC1=CC=CC=C1 (5-[6-(N-benzyloxycarbonylamino)hex-1-en-2-yl]-oxazoline-4-carboxylic acid methyl ester), O1CCCC1 (tetrahydrofuran). Reagents/catalysts: C(C)N(CC)CC (triethylamine). Run in O (water). Product: COC(C(C(C(CCCCNC(=O)OCC1=CC=CC=C1)=C)O)NC=O)=O (8-(N-benzyloxycarbonylamino)-2-formylamino-3-hydroxy-4-methylene-octanoic acid methyl ester). RXN SMILES: [CH3:1][O:2][C:3]([CH:5]1[CH:9]([C:10]([CH2:12][CH2:13][CH2:14][CH2:15][NH:16][C:17]([O:19][CH2:20][C:21]2[CH:26]=[CH:25][CH:24]=[CH:23][CH:22]=2)=[O:18])=[CH2:11])[O:8][CH:7]=[N:6]1)=[O:4].[O:27]1CCCC1>O.C(N(CC)CC)C>[CH3:1][O:2][C:3](=[O:4])[CH:5]([NH:6][CH:7]=[O:27])[CH:9]([OH:8])[C:10](=[CH2:11])[CH2:12][CH2:13][CH2:14][CH2:15][NH:16][C:17]([O:19][CH2:20][C:21]1[CH:26]=[CH:25][CH:24]=[CH:23][CH:22]=1)=[O:18]. Procedure: 9.4 g (26.1 mmol) of 5-[6-(N-benzyloxycarbonylamino)hex-1-en-2-yl]-oxazoline-4-carboxylic acid methyl ester are dissolved in 40 ml of tetrahydrofuran and 20 ml of water, a few drops of triethylamine are added and the mixture is heated under reflux for 18 hours. The solvent is removed under reduced pressure and the oil that remains is taken up in a total of 125 ml of methylene chloride, dried over magnesium sulfate and concentrated to dryness by evaporation. 8-(N-benzyloxycarbonylamino)-2-formyla... Reactants: COC1=C(CN2[C@H]([C@H](C2=O)N=[N+]=[N-])C(=O)O)C=CC(=C1)OC (cis-1-(2,4-dimethoxybenzyl)-3-azido-4-oxo-azetidine-2-carboxylic acid), N1=CC=CC=C1 (pyridine), C(C(=O)Cl)(=O)Cl (oxalyl chloride), product, C([O-])([O-])=O.[K+].[K+] (potassium carbonate), [N+](=[N-])=C (diazomethane). Run in C1=CC=CC=C1 (benzene), O (water), O1CCCC1 (tetrahydrofuran). Reaction conditions: time 1 hour. Product: COC1=C(CN2[C@H]([C@H](C2=O)N=[N+]=[N-])NNCCCCCCCCCCCCCC)C=CC(=C1)OC (Cis-1-(2,4-dimethoxybenzyl)-2-diazacetyl-3-azido-4-azetidinone). Yield: 105.4%. Reaction SMILES: [CH3:1][O:2][C:3]1[CH:20]=[C:19]([O:21][CH3:22])[CH:18]=[CH:17][C:4]=1[CH2:5][N:6]1[C:9](=[O:10])[C@H:8]([N:11]=[N+:12]=[N-:13])[C@@H:7]1C(O)=O.C(=O)([O-])[O-].[K+].[K+].[C:29](Cl)(=O)[C:30](Cl)=O.N1[CH:40]=[CH:39][CH:38]=[CH:37][CH:36]=1.[N+:41](=[CH2:43])=[N-:42]>O1CCCC1.C1C=CC=CC=1.O>[CH3:1][O:2][C:3]1[CH:20]=[C:19]([O:21][CH3:22])[CH:18]=[CH:17][C:4]=1[CH2:5][N:6]1[C:9](=[O:10])[C@H:8]([N:11]=[N+:12]=[N-:13])[C@@H:7]1[NH:42][NH:41][CH2:43][CH2:36][CH2:37][CH2:38][CH2:39][CH2:40][CH2:19][CH2:20][CH2:3][CH2:4][CH2:17][CH2:18][CH2:29][CH3:30] |f:1.2.3|. Procedure: To a suspension of 10.1 g (33 mmole) of cis-1-(2,4-dimethoxybenzyl)-3-azido-4-oxo-azetidine-2-carboxylic acid (prepared by reacting the product of example 1 with potassium carbonate in aqueous tetrahydrofuran) in 100 ml of dry benzene at 5° was added 2.54 ml (29.5 mmole) of oxalyl chloride under argon. With vigorous stirring, 2.37 ml (29.5 mmole) of dry pyridine was added dropwise during which time considerable gas evolution occurred. After stirring for 1 hour, the suspension was filtered, the s... Reactants: N1C=C(C2=CC=CC=C12)CC(=O)N (indole-3-acetamide), COC(C(=O)C1=CN2CCCC3=C(C=CC1=C23)Cl)=O ((7-chloro-5,6-dihydro-4H-pyrrolo[3,2,1-ij]quinolin-1-yl)oxoacetic acid methyl ester). Product: ClC1=C2CCCN3C2=C(C=C1)C(=C3)C=3C(NC(C3C3=CNC1=CC=CC=C31)=O)=O (3-(7-chloro-5,6-dihydro-4H-pyrrolo[3,2,1-ij]quinolin-1-yl)-4-(1H-indol-3-yl)pyrrole-2,5-dione). Reaction SMILES: [NH:1]1[C:9]2[C:4](=[CH:5][CH:6]=[CH:7][CH:8]=2)[C:3]([CH2:10][C:11]([NH2:13])=[O:12])=[CH:2]1.CO[C:16](=[O:32])[C:17]([C:19]1[C:29]2=[C:30]3[C:25](=[C:26]([Cl:31])[CH:27]=[CH:28]2)[CH2:24][CH2:23][CH2:22][N:21]3[CH:20]=1)=O>>[Cl:31][C:26]1[CH:27]=[CH:28][C:29]2[C:19]([C:17]3[C:16](=[O:32])[NH:13][C:11](=[O:12])[C:10]=3[C:3]3[C:4]4[C:9](=[CH:8][CH:7]=[CH:6][CH:5]=4)[NH:1][CH:2]=3)=[CH:20][N:21]3[C:30]=2[C:25]=1[CH2:24][CH2:23][CH2:22]3. Reported procedure: Beginning with indole-3-acetamide and (7-chloro-5,6-dihydro-4H-pyrrolo[3,2,1-ij]quinolin-1-yl)oxoacetic acid methyl ester, the title compound was prepared essentially as described in Example 1.